This data is from the Open Reaction Database (ORD), a public repository of structured organic reaction records. The task is: describe an organic reaction: reactants, conditions, products, and yield Run in COCCOC (1,2-dimethoxyethane), COCCOC (1,2-dimethoxyethane). Reported procedure: Sodium hydride (a 60% of dispersion in oil) (189 mg) is suspended in 1,2-dimethoxyethane (20 ml), and the mixture is cooled with ice-water. A solution of ethyl (N-benzylcarbamoyl)acetate (1.002 g) in 1,2-dimethoxyethane (23 ml) is added dropwise to the mixture. The mixture is stirred for 30 minutes. Then, 2-methylthio-1,3-dithiolium iodide (1.309 g) is added to the mixture, and the mixture is stirred at room temperature for 2 hours and then at 40° C. to 50° C. for one hour. After cooling, the mi... Starting materials: C(C1=CC=CC=C1)NC(=O)CC(=O)OCC (ethyl (N-benzylcarbamoyl)acetate), [H-].[Na+] (Sodium hydride), [I-].CSC1=[S+]C=CS1 (2-methylthio-1,3-dithiolium iodide), ice water, ice water. Yield: 40.9%. Reaction SMILES: [H-].[Na+].[CH2:3]([NH:10][C:11]([CH2:13][C:14]([O:16][CH2:17][CH3:18])=[O:15])=[O:12])[C:4]1[CH:9]=[CH:8][CH:7]=[CH:6][CH:5]=1.[I-].CS[C:22]1[S:26][CH:25]=[CH:24][S+:23]=1>COCCOC>[S:23]1[CH:24]=[CH:25][S:26][C:22]1=[C:13]([C:11](=[O:12])[NH:10][CH2:3][C:4]1[CH:9]=[CH:8][CH:7]=[CH:6][CH:5]=1)[C:14]([O:16][CH2:17][CH3:18])=[O:15] |f:0.1,3.4|. Yields the product S1C(SC=C1)=C(C(=O)OCC)C(NCC1=CC=CC=C1)=O (ethyl 2-(1,3-dithiol-2-ylidene)-2-(N-benzylcarbamoyl)acetate). Run at time 30 minute. The reactants are NC1=NC(=C(N=C1C=O)Cl)SCCCCCCCC (2-amino-5-chloro-3-formyl-6-(n-octylthio)pyrazine), C(CC)N (n-propylamine). Product: ClC=1N=C(C(=NC1SCCCCCCCC)N)C=NCCC (5-Chloro-6-n-octylthio-3-[(n-propylimino)methyl]pyrazineamine). RXN SMILES: [NH2:1][C:2]1[C:7]([CH:8]=O)=[N:6][C:5]([Cl:10])=[C:4]([S:11][CH2:12][CH2:13][CH2:14][CH2:15][CH2:16][CH2:17][CH2:18][CH3:19])[N:3]=1.[CH2:20]([NH2:23])[CH2:21][CH3:22]>>[Cl:10][C:5]1[N:6]=[C:7]([CH:8]=[N:23][CH2:20][CH2:21][CH3:22])[C:2]([NH2:1])=[N:3][C:4]=1[S:11][CH2:12][CH2:13][CH2:14][CH2:15][CH2:16][CH2:17][CH2:18][CH3:19]. Reported procedure: Following the procedures described above in Example 6, Step B, but employing instead 2-amino-5-chloro-3-formyl-6-(n-octylthio)pyrazine (100 mg; 0.342 mMol) prepared in Example 8, Step A, and n-propylamine (25 mg; 0.342 mMol and 20% excess), the title compound was prepared. Elemental Analysis for C16H27N4SCl